Dataset: the Open Reaction Database (ORD), a public repository of structured organic reaction records. Task: describe an organic reaction: reactants, conditions, products, and yield Starting materials: C(C)OP(=O)(OCC)CC(=O)OCC (ethyl diethylphosphonoacetate), [H-].[Na+] (sodium hydride), COCOC1=CC=C(C=C1)C(C)=O (4′-(methoxymethoxy)acetophenone). The solvent is oil, O1CCCC1 (tetrahydrofuran), O1CCCC1 (tetrahydrofuran). Run at time 30 minute. The product is COCOC1=CC=C(C=C1)/C(=C/C(=O)OCC)/C (ethyl (E)-3-[4-(methoxymethoxy)phenyl]-2-butenoate), COCOC1=CC=C(C=C1)\C(=C/C(=O)OCC)\C (ethyl (Z)-3-[4-(methoxymethoxy)phenyl]-2-butenoate). Yield: 4.6%. RXN SMILES: C(OP([CH2:9][C:10]([O:12][CH2:13][CH3:14])=[O:11])(OCC)=O)C.[H-].[Na+].[CH3:17][O:18][CH2:19][O:20][C:21]1[CH:26]=[CH:25][C:24]([C:27](=O)[CH3:28])=[CH:23][CH:22]=1>O1CCCC1>[CH3:17][O:18][CH2:19][O:20][C:21]1[CH:26]=[CH:25][C:24](/[C:27](/[CH3:28])=[CH:9]/[C:10]([O:12][CH2:13][CH3:14])=[O:11])=[CH:23][CH:22]=1.[CH3:17][O:18][CH2:19][O:20][C:21]1[CH:26]=[CH:25][C:24](/[C:27](/[CH3:28])=[CH:9]\[C:10]([O:12][CH2:13][CH3:14])=[O:11])=[CH:23][CH:22]=1 |f:1.2|. Reported procedure: 9 ml of ethyl diethylphosphonoacetate was added dropwise to a suspension of 60% sodium hydride in oil (1.93 g) in 40 ml tetrahydrofuran and stirred at room temperature for 30 minutes. A solution of 4′-(methoxymethoxy)acetophenone (6.70 g) in 40 ml tetrahydrofuran was added dropwise to the reaction mixture, followed by stirring at room temperature for 17 hours and subsequently at reflux for 4 days. The solvent was evaporated, and the reaction mixture was mixed with water and then extracted with e... Reactants: [Al+3], CCNc1cc(C(F)(F)F)ccc1C(=O)N(C)OC, CCOC(C)=O, C1CCOC1, CCCCCC, [H-], [H-], [H-], [H-], [Li+]. The product is CCNc1cc(C(F)(F)F)ccc1C=O. RXN SMILES: [Al+3:21].[CH2:1]([CH3:2])[NH:3][c:4]1[c:5]([C:6](=[O:7])[N:8]([O:9][CH3:10])[CH3:11])[cH:12][cH:13][c:14]([C:16]([F:17])([F:18])[F:19])[cH:15]1.[CH2:26]([O:27][C:28](=[O:29])[CH3:30])[CH3:31].[CH2:38]1[O:39][CH2:40][CH2:41][CH2:42]1.[CH3:32][CH2:33][CH2:34][CH2:35][CH2:36][CH3:37].[H-:20].[H-:23].[H-:24].[H-:25].[Li+:22]>>[CH2:1]([CH3:2])[NH:3][c:4]1[c:5]([CH:6]=[O:7])[cH:12][cH:13][c:14]([C:16]([F:17])([F:18])[F:19])[cH:15]1. Reactants: C#CCOCCCCBr, C1CCOC1, [Cu]I, Ic1ccc(N2CCCC2)cc1. Yields the product BrCCCCOCC#Cc1ccc(N2CCCC2)cc1. As a reaction SMILES: [Br:13][CH2:14][CH2:15][CH2:16][CH2:17][O:18][CH2:19][C:20]#[CH:21].[CH2:22]1[O:23][CH2:24][CH2:25][CH2:26]1.[Cu:27][I:28].[I:1][c:2]1[cH:3][cH:4][c:5]([N:8]2[CH2:9][CH2:10][CH2:11][CH2:12]2)[cH:6][cH:7]1>>[c:2]1([C:21]#[C:20][CH2:19][O:18][CH2:17][CH2:16][CH2:15][CH2:14][Br:13])[cH:3][cH:4][c:5]([N:8]2[CH2:9][CH2:10][CH2:11][CH2:12]2)[cH:6][cH:7]1. The reactants are CS(=O)(=O)O, CN(C)C=O, O=c1[nH]c2cc(Cl)ccc2n1CCCO, [Na+], [Na+], O=C([O-])[O-], O=C1NCN(c2ccccc2)C12CCNCC2. Product: O=C1NCN(c2ccccc2)C12CCN(CCCn1c(=O)[nH]c3cc(Cl)ccc31)CC2. Reaction SMILES: [CH3:1][S:2]([OH:3])(=[O:4])=[O:5].[CH3:44][N:45]([CH3:46])[CH:47]=[O:48].[Cl:6][c:7]1[cH:8][c:9]2[c:10]([n:11]([CH2:15][CH2:16][CH2:17][OH:18])[c:12](=[O:14])[nH:13]2)[cH:19][cH:20]1.[Na+:38].[Na+:39].[O-:40][C:41](=[O:42])[O-:43].[c:21]1([N:27]2[CH2:28][NH:29][C:30](=[O:37])[C:31]23[CH2:32][CH2:33][NH:34][CH2:35][CH2:36]3)[cH:22][cH:23][cH:24][cH:25][cH:26]1>>[Cl:6][c:7]1[cH:8][c:9]2[c:10]([n:11]([CH2:15][CH2:16][CH2:17][N:34]3[CH2:33][CH2:32][C:31]4([N:27]([c:21]5[cH:22][cH:23][cH:24][cH:25][cH:26]5)[CH2:28][NH:29][C:30]4=[O:37])[CH2:36][CH2:35]3)[c:12](=[O:14])[nH:13]2)[cH:19][cH:20]1. Reactants: C1(=CC=CC=C1)O (phenol), CN(C=O)C (dimethyl formamide), C1(=CC=C(C=C1)CCI)C1=CC=CC=C1 (biphenyl-4-ylethyl iodide), C(=O)([O-])[O-].[Cs+].[Cs+] (Cs2CO3). Run in CCOC(=O)C (EtOAc). Reaction conditions: time 16 hour. The product is C(#N)C1=CC(=C(C(=O)OC2=CC=CC=C2)C=C1)OC(C)C1=CC=C(C=C1)C1=CC=CC=C1 (Phenyl 4-Cyano-2-(biphenyl-4-yl-2-ethoxy)benzoate). Reaction SMILES: [C:1]1([OH:7])[CH:6]=[CH:5][CH:4]=[CH:3][CH:2]=1.[C:8]1([C:17]2[CH:22]=[CH:21][CH:20]=[CH:19][CH:18]=2)[CH:13]=[CH:12][C:11]([CH2:14][CH2:15]I)=[CH:10][CH:9]=1.[C:23]([O-:26])([O-])=[O:24].[Cs+].[Cs+].C[N:30]([CH3:33])C=O>CCOC(C)=O>[C:33]([C:3]1[CH:4]=[CH:5][C:6]([C:23]([O:26][C:1]2[CH:6]=[CH:5][CH:4]=[CH:3][CH:2]=2)=[O:24])=[C:1]([O:7][CH:14]([C:11]2[CH:12]=[CH:13][C:8]([C:17]3[CH:22]=[CH:21][CH:20]=[CH:19][CH:18]=3)=[CH:9][CH:10]=2)[CH3:15])[CH:2]=1)#[N:30] |f:2.3.4|. Procedure: To a solution of a phenol, as described in Step A, in 5 mL of dimethyl formamide (DMF) was added biphenyl-4-ylethyl iodide (170 mg, 0.55 mmol) and Cs2CO3 (246 mg, 0.75 mmol). The suspension was stirred for 16 hr. After this time, the reaction mixture was diluted with EtOAc, extracted with water (3×), washed with brine, dried (MgSO4) and concentrated in vacuo. The residue was purified by flash chromatography (SiO2; hexane:EtOAc 9:1 then 4:1) to provide the title compound. Starting materials: C(N)(=O)[C@H]1[C@H](CCC1)NC(OC(C)(C)C)=O (tert-butyl [(1S,2R)-2-carbamoylcyclopentyl]carbamate), CN(C)C=O (DMF), ClC1=NC(=NC(=N1)Cl)Cl (2,4,6-trichloro-1,3,5-triazine). Solvent: C(C)(=O)OCC (ethyl acetate). Reaction conditions: time 2 hour. The product is C(#N)[C@H]1[C@H](CCC1)NC(OC(C)(C)C)=O (tert-butyl [(1S,2R)-2-cyanocyclopentyl]carbamate). Yield: 93.4%. RXN SMILES: [C:1]([C@@H:4]1[CH2:8][CH2:7][CH2:6][C@@H:5]1[NH:9][C:10](=[O:16])[O:11][C:12]([CH3:15])([CH3:14])[CH3:13])(=O)[NH2:2].CN(C=O)C.ClC1N=C(Cl)N=C(Cl)N=1>C(OCC)(=O)C>[C:1]([C@@H:4]1[CH2:8][CH2:7][CH2:6][C@@H:5]1[NH:9][C:10](=[O:16])[O:11][C:12]([CH3:14])([CH3:13])[CH3:15])#[N:2]. Procedure details: A mixture of tert-butyl [(1S,2R)-2-carbamoylcyclopentyl]carbamate (500 mg) and DMF (5.0 ml) was ice-cooled, and 2,4,6-trichloro-1,3,5-triazine (404 mg) was added thereto, followed by stirring under ice-cooling for 1 hour, and further at room temperature for 2 hours. To the reaction mixture were added ethyl acetate and a saturated sodium bicarbonate solution, and then liquid-separation was carried out. The aqueous layer was extracted with ethyl acetate, and the combined organic layer was washed w... Yield: 37.9%. The solvent is C(CCl)Cl (dichloroethylene), C(CCl)Cl (ethylene dichloride), C(CCl)Cl (ethylenedichloride). As a reaction SMILES: [C:1](Cl)(=[O:8])[C:2]1[CH:7]=[CH:6][CH:5]=[CH:4][CH:3]=1.[Cl-].[Al+3].[Cl-].[Cl-].[CH3:14][C:15]1[C:19]2[C:20]([OH:28])=[C:21]([CH2:25][CH2:26][CH3:27])[CH:22]=[C:23]([Cl:24])[C:18]=2[O:17][CH:16]=1>C(Cl)CCl>[C:1]([C:16]1[O:17][C:18]2[C:23]([Cl:24])=[CH:22][C:21]([CH2:25][CH2:26][CH3:27])=[C:20]([O:28][C:1](=[O:8])[C:2]3[CH:7]=[CH:6][CH:5]=[CH:4][CH:3]=3)[C:19]=2[C:15]=1[CH3:14])(=[O:8])[C:2]1[CH:7]=[CH:6][CH:5]=[CH:4][CH:3]=1 |f:1.2.3.4|. Yields the product C(C1=CC=CC=C1)(=O)C=1OC2=C(C1C)C(=C(C=C2Cl)CCC)OC(C2=CC=CC=C2)=O (2-benzoyl-3-methyl-4-benzoyloxy-5-propyl-7-chlorobenzofuran). Starting materials: CC1=COC2=C1C(=C(C=C2Cl)CCC)O (3-methyl-4-hydroxy-5-propyl-7-chlorobenzofuran), C(C1=CC=CC=C1)(=O)Cl (benzoyl chloride), [Cl-].[Al+3].[Cl-].[Cl-] (aluminium chloride). Procedure details: A solution of benzoyl chloride (3.03 gm; 21.6 mmoles) in ethylene dichloride (20 mL) was added slowly to a cooled suspension of aluminium chloride (5.8 gm; 43 mmoles) in ethylenedichloride (100 mL). After stirring for a period of 10 minutes, 3-methyl-4-hydroxy-5-propyl-7-chlorobenzofuran (1.62 gm; 7.2 mmoles) in dichloroethylene (20 mL) was added over a period of 2 minutes. The reaction mixture was stirred at room temperature for 1 hour. It was cooled with an ice-bath and ice was added slowly. W... Run at time 10 minute.